This data is from the Open Reaction Database (ORD), a public repository of structured organic reaction records. The task is: describe an organic reaction: reactants, conditions, products, and yield Starting materials: COc1ccc(-c2cc(CCC=O)nn2-c2ccccc2)cc1, CCN(C(C)C)C(C)C, Fc1ccccc1N1CCNCC1. Yields the product COc1ccc(-c2cc(CCCN3CCN(c4ccccc4F)CC3)nn2-c2ccccc2)cc1. RXN SMILES: [CH3:1][O:2][c:3]1[cH:4][cH:5][c:6](-[c:9]2[cH:10][c:11]([CH2:20][CH2:21][CH:22]=[O:23])[n:12][n:13]2-[c:14]2[cH:15][cH:16][cH:17][cH:18][cH:19]2)[cH:7][cH:8]1.[CH:37]([N:38]([CH2:39][CH3:40])[CH:41]([CH3:42])[CH3:43])([CH3:44])[CH3:45].[F:24][c:25]1[c:26]([N:31]2[CH2:32][CH2:33][NH:34][CH2:35][CH2:36]2)[cH:27][cH:28][cH:29][cH:30]1>>[CH3:1][O:2][c:3]1[cH:4][cH:5][c:6](-[c:9]2[cH:10][c:11]([CH2:20][CH2:21][CH2:22][N:34]3[CH2:33][CH2:32][N:31]([c:26]4[c:25]([F:24])[cH:30][cH:29][cH:28][cH:27]4)[CH2:36][CH2:35]3)[n:12][n:13]2-[c:14]2[cH:15][cH:16][cH:17][cH:18][cH:19]2)[cH:7][cH:8]1. The reactants are FC1=C(C#N)C=CC(=C1)N1C2=CC=CC=C2C=2C(=CC=CC12)C=1C=NC2=CC=CC=C2C1 (2-fluoro-4-[4-(quinolin-3-yl)-9H-carbazol-9-yl]benzonitrile), aqueous solution, [OH-].[Na+] (sodium hydroxide), aqueous solution, OO (hydrogen peroxide), C([O-])([O-])=O.[K+].[K+] (potassium carbonate), NCC=1C=NC=CC1 (3-(aminomethyl)pyridine). Solvent: C(C)O (ethanol), CS(=O)C (dimethyl sulphoxide). The product is N1=CC(=CC=C1)CNC1=C(C(=O)N)C=CC(=C1)N1C2=CC=CC=C2C=2C(=CC=CC12)C=1C=NC2=CC=CC=C2C1 (2-[(pyridin-3-ylmethyl)amino]-4-[4-(quinolin-3-yl)-9H-carbazol-9-yl]benzamide). RXN SMILES: F[C:2]1[CH:9]=[C:8]([N:10]2[C:22]3[CH:21]=[CH:20][CH:19]=[C:18]([C:23]4[CH:24]=[N:25][C:26]5[C:31]([CH:32]=4)=[CH:30][CH:29]=[CH:28][CH:27]=5)[C:17]=3[C:16]3[C:11]2=[CH:12][CH:13]=[CH:14][CH:15]=3)[CH:7]=[CH:6][C:3]=1[C:4]#[N:5].C(=O)([O-])[O-].[K+].[K+].[NH2:39][CH2:40][C:41]1[CH:42]=[N:43][CH:44]=[CH:45][CH:46]=1.[OH-:47].[Na+].OO>CS(C)=O.C(O)C>[N:43]1[CH:44]=[CH:45][CH:46]=[C:41]([CH2:40][NH:39][C:2]2[CH:9]=[C:8]([N:10]3[C:22]4[CH:21]=[CH:20][CH:19]=[C:18]([C:23]5[CH:24]=[N:25][C:26]6[C:31]([CH:32]=5)=[CH:30][CH:29]=[CH:28][CH:27]=6)[C:17]=4[C:16]4[C:11]3=[CH:12][CH:13]=[CH:14][CH:15]=4)[CH:7]=[CH:6][C:3]=2[C:4]([NH2:5])=[O:47])[CH:42]=1 |f:1.2.3,5.6|. Procedure details: The process is carried out as in stage 3 of Example 3, but using 165.4 mg of 2-fluoro-4-[4-(quinolin-3-yl)-9H-carbazol-9-yl]benzonitrile, obtained according to stage 1 of Example 32, 166 mg of potassium carbonate and 346 mg of 3-(aminomethyl)pyridine in 1.7 ml of dimethyl sulphoxide, in a microwave for 1 hour and 30 minutes at 115° C. 0.76 ml of a 1M aqueous solution of sodium hydroxide, 0.735 ml of a 30% aqueous solution of hydrogen peroxide and 4 ml of ethanol are then added to the reaction me... Yield: 63.8%. Procedure: A mixture of 3-{4-[(2-methoxy-4-{[(triisopropylsilyl)oxy]methyl}phenoxy)methyl]-5-methyl-1,3-oxazol-2-yl}benzonitrile (0.52 g), trimethyl tin azide (0.62 g) and toluene (10 mL) was heated under reflux for 15 hrs. The reaction mixture was concentrated, and the residue was subjected to silica gel column chromatography to give 5-(3-{4-[(2-methoxy-4-{[(triisopropylsilyl)oxy]methyl}phenoxy)methyl]-5-methyl-1,3-oxazol-2-yl}phenyl)-1H-tetrazole as colorless crystals (0.36 g, yield 65%), from a fraction... The reactants are COC1=C(OCC=2N=C(OC2C)C=2C=C(C#N)C=CC2)C=CC(=C1)CO[Si](C(C)C)(C(C)C)C(C)C (3-{4-[(2-methoxy-4-{[(triisopropylsilyl)oxy]methyl}phenoxy)methyl]-5-methyl-1,3-oxazol-2-yl}benzonitrile), C[Sn](C)(C)N=[N+]=[N-] (trimethyl tin azide). Solvent: C1(=CC=CC=C1)C (toluene). RXN SMILES: [CH3:1][O:2][C:3]1[CH:24]=[C:23]([CH2:25][O:26][Si:27]([CH:34]([CH3:36])[CH3:35])([CH:31]([CH3:33])[CH3:32])[CH:28]([CH3:30])[CH3:29])[CH:22]=[CH:21][C:4]=1[O:5][CH2:6][C:7]1[N:8]=[C:9]([C:13]2[CH:14]=[C:15]([CH:18]=[CH:19][CH:20]=2)[C:16]#[N:17])[O:10][C:11]=1[CH3:12].C[Sn]([N:41]=[N+:42]=[N-:43])(C)C>C1(C)C=CC=CC=1>[CH3:1][O:2][C:3]1[CH:24]=[C:23]([CH2:25][O:26][Si:27]([CH:28]([CH3:29])[CH3:30])([CH:34]([CH3:36])[CH3:35])[CH:31]([CH3:33])[CH3:32])[CH:22]=[CH:21][C:4]=1[O:5][CH2:6][C:7]1[N:8]=[C:9]([C:13]2[CH:14]=[C:15]([C:16]3[NH:43][N:42]=[N:41][N:17]=3)[CH:18]=[CH:19][CH:20]=2)[O:10][C:11]=1[CH3:12]. The product is COC1=C(OCC=2N=C(OC2C)C=2C=C(C=CC2)C2=NN=NN2)C=CC(=C1)CO[Si](C(C)C)(C(C)C)C(C)C (5-(3-{4-[(2-methoxy-4-{[(triisopropylsilyl)oxy]methyl}phenoxy)methyl]-5-methyl-1,3-oxazol-2-yl}phenyl)-1H-tetrazole). Reactants: CO (MeOH), ClC1=C(C=CC(=C1)Cl)CO[C@H]1[C@]([C@@H](O[C@@H]1COCC1=C(C=C(C=C1)Cl)Cl)N1N=C2C=3C(C=CC3CNN=C2)=C1)(O)C (2-[3,5-Bis-O-(2,4-dichlorophenylmethyl)-2-C-methyl-β-D-ribofuranosyl]-6,7-dihydro-2H-2,3,5,6-tetraazabenzo[cd]azulene), solution, B(Cl)(Cl)Cl (boron trichloride). Solvent: C(Cl)Cl (CH2Cl2), C(Cl)Cl (CH2Cl2), C(Cl)Cl (CH2Cl2). Reaction conditions: temperature -78 celsius, time 2.5 hour. The product is C[C@@]1([C@@H](O[C@@H]([C@H]1O)CO)N1N=C2C=3C(C=CC3CNN=C2)=C1)O (2-(2-C-Methyl-β-D-ribofuranosyl)-6,7-dihydro-2H-2,3,5,6-tetraazabenzo[cd]azulene). The yield is 20.1%. As a reaction SMILES: ClC1C=C(Cl)C=CC=1C[O:10][C@@H:11]1[C@@H:15]([CH2:16][O:17]CC2C=CC(Cl)=CC=2Cl)[O:14][C@@H:13]([N:27]2[CH:39]=[C:31]3[CH:32]=[CH:33][C:34]4[CH2:35][NH:36][N:37]=[CH:38][C:29]([C:30]=43)=[N:28]2)[C@:12]1([CH3:41])[OH:40].B(Cl)(Cl)Cl.CO>C(Cl)Cl>[CH3:41][C@@:12]1([OH:40])[C@H:11]([OH:10])[C@@H:15]([CH2:16][OH:17])[O:14][C@H:13]1[N:27]1[CH:39]=[C:31]2[CH:32]=[CH:33][C:34]3[CH2:35][NH:36][N:37]=[CH:38][C:29]([C:30]=32)=[N:28]1. Procedure: To compound 24.1 (160 mg, 0.25 mmol) in CH2Cl2 (10 mL) at −78° C. was added 1M solution of boron trichloride in CH2Cl2 dropwise over 5 minutes and the solution stirred at −78° C. for 2.5 h and then at −25° C. for 3 hr. To this mixture was added 25 mL of 1:1 v/v CH2Cl2:MeOH and the solution stirred at −15° C. for 30 minutes. The mixture was brought to room temperature and the solvent was evaporated under reduced pressure. The residue was co-evaporated with MeOH (5×10 mL) and a 10 mL MeOH solution... Starting materials: CN1CCOCC1 (NMM), C(=O)(OC(C)(C)C)N[C@@H](CC1=CC=C(C=C1)O)C(=O)O (Boc-tyrosine), CN1CCOCC1 (N-methylmorpholine), C(C(C)C)OC(=O)Cl (isobutylchloroformate), Cl.COC([C@H](N)CCSC)=O ((D)Methionine methyl ester hydrochloride). Run in C(Cl)Cl (methylene chloride). Reaction conditions: temperature -78 celsius, time 18 hour. The product is CC(C)(OC(=O)N[C@@H](CC1=CC=C(C=C1)O)C(=O)N[C@H](CCSC)C(=O)OC)C (N-[N-[(1,1-dimethylethoxy)carbonyl]-L-tyrosyl]-D-methionine, methyl ester). Yield: 98.1%. RXN SMILES: [C:1]([NH:8][C@H:9]([C:18]([OH:20])=O)[CH2:10][C:11]1[CH:16]=[CH:15][C:14]([OH:17])=[CH:13][CH:12]=1)([O:3][C:4]([CH3:7])([CH3:6])[CH3:5])=[O:2].CN1CCOCC1.C(OC(Cl)=O)C(C)C.Cl.[CH3:37][O:38][C:39](=[O:46])[C@@H:40]([CH2:42][CH2:43][S:44][CH3:45])[NH2:41]>C(Cl)Cl>[CH3:7][C:4]([CH3:5])([O:3][C:1]([NH:8][C@H:9]([C:18]([NH:41][C@@H:40]([C:39]([O:38][CH3:37])=[O:46])[CH2:42][CH2:43][S:44][CH3:45])=[O:20])[CH2:10][C:11]1[CH:12]=[CH:13][C:14]([OH:17])=[CH:15][CH:16]=1)=[O:2])[CH3:6] |f:3.4|. Reported procedure: To Boc-tyrosine (16.9 g, 60 mmol) in 150 ml of methylene chloride (CH2Cl2) cooled to 0° C. under an argon (Ar) atmosphere were added 6.6 ml (60 mmol) of N-methylmorpholine (NMM). After cooling this vigorously stirred solution to -78° C., 7.9 ml (60 mmol) of isobutylchloroformate (IBCF) were added to this reaction. The mixture was allowed to warm to 20° C. before it was again cooled to -78° and another 7.9 ml (60 mmol) of NMM were added. (D)Methionine methyl ester hydrochloride (12.0 g, 60 mmol) ...